Dataset: the Open Reaction Database (ORD), a public repository of structured organic reaction records. Task: describe an organic reaction: reactants, conditions, products, and yield Starting materials: CC1=C(C=CC(=C1)OC)NC(=S)N (2-Methyl-4-methoxyphenyl thiourea), C(C(C)C)(=O)OCBr (bromomethyl isobutyrate). Run in CC(=O)C (acetone). Reaction conditions: temperature 0 celsius, time 18 hour. The product is Br.C(C(C)C)(=O)OCS/C(/N)=N/C1=C(C=C(C=C1)OC)C ((E)-(N′-(4-methoxy-2-methylphenyl)carbamimidoylthio)methyl isobutyrate HBr). Isolated yield 82.0%. Reaction SMILES: [CH3:1][C:2]1[CH:7]=[C:6]([O:8][CH3:9])[CH:5]=[CH:4][C:3]=1[NH:10][C:11]([NH2:13])=[S:12].[C:14]([O:19][CH2:20][Br:21])(=[O:18])[CH:15]([CH3:17])[CH3:16]>CC(C)=O>[BrH:21].[C:14]([O:19][CH2:20][S:12]/[C:11](=[N:10]/[C:3]1[CH:4]=[CH:5][C:6]([O:8][CH3:9])=[CH:7][C:2]=1[CH3:1])/[NH2:13])(=[O:18])[CH:15]([CH3:17])[CH3:16] |f:3.4|. Procedure: 2-Methyl-4-methoxyphenyl thiourea (0.5 grams (g), 2.55 millimoles (mmol)) and bromomethyl isobutyrate were combined in 5 mL of acetone at ambient temperature, and the solution was allowed to stir for 18 hours (h). The solution was then cooled to 0° C. and the resulting solid was filtered and air-dried to give (E)-(N′-(4-methoxy-2-methylphenyl)carbamimidoylthio)methyl isobutyrate HBr (B1) (0.83 g, 82%): mp 127-130° C.; 1H NMR (CDCl3) δ 11.34 (s, 1H), 10.29 (s, 1H), 8.32 (s, 1H), 7.09 (d, J=8.7 Hz... The reactants are [OH-].[Na+] (sodium hydroxide), Cl.Cl.O(C1=CC=CC=C1)CCCCN1CCN(CC1)C=1NC(=NN1)N (5-[4-(4-phenoxybutyl)-1-piperazinyl]-4H-1,2,4-triazol-3-amine, dihydrochloride), BrC(C=O)C=O (bromomalonaldehyde). Run in O (water). Yields the product BrC=1C=NC=2N(C1)N=C(N2)N2CCN(CC2)CCCCOC2=CC=CC=C2 (6-Bromo-2-[4-(4-phenoxybutyl)-1-piperazinyl][1,2,4]-triazolo[1,5-a]pyrimidine). As a reaction SMILES: Cl.Cl.[O:3]([CH2:10][CH2:11][CH2:12][CH2:13][N:14]1[CH2:19][CH2:18][N:17]([C:20]2[NH:21][C:22]([NH2:25])=[N:23][N:24]=2)[CH2:16][CH2:15]1)[C:4]1[CH:9]=[CH:8][CH:7]=[CH:6][CH:5]=1.[OH-].[Na+].[Br:28][CH:29]([CH:32]=O)[CH:30]=O>O>[Br:28][C:29]1[CH:30]=[N:25][C:22]2[N:23]([N:24]=[C:20]([N:17]3[CH2:16][CH2:15][N:14]([CH2:13][CH2:12][CH2:11][CH2:10][O:3][C:4]4[CH:9]=[CH:8][CH:7]=[CH:6][CH:5]=4)[CH2:19][CH2:18]3)[N:21]=2)[CH:32]=1 |f:0.1.2,3.4|. Procedure: A 10.0 g (0.03 mole) amount of 5-[4-(4-phenoxybutyl)-1-piperazinyl]-4H-1,2,4-triazol-3-amine, dihydrochloride was partially dissolved in 20 ml of water, then 5N sodium hydroxide was added to adjust the pH to just greater than pH 7, resulting in formation of a solid. The solid was collected by filtration and washed with water. The colorless crystals, were transfered into a 125 ml round bottom flask and dissolved in 50 ml of ethanol. Then 7.5 g (0.05 moles) of bromomalonaldehyde was added and the ... Reactants: O=C([O-])[O-], C1COCCO1, CN(C)Cc1ccc(-c2ccccc2C(O)C(F)(F)F)o1, CCOC(C)=O, [Cs+], [Cs+], Nc1nc(Cl)cc(Cl)n1. Yields the product CN(C)Cc1ccc(-c2ccccc2C(Oc2cc(Cl)nc(N)n2)C(F)(F)F)o1. Reaction SMILES: [C:31](=[O:32])([O-:33])[O-:34].[CH2:37]1[O:38][CH2:39][CH2:40][O:41][CH2:42]1.[CH3:1][N:2]([CH3:3])[CH2:4][c:5]1[cH:6][cH:7][c:8](-[c:10]2[c:11]([CH:16]([C:17]([F:18])([F:19])[F:20])[OH:21])[cH:12][cH:13][cH:14][cH:15]2)[o:9]1.[CH3:43][CH2:44][O:45][C:46](=[O:47])[CH3:48].[Cs+:35].[Cs+:36].[NH2:22][c:23]1[n:24][c:25]([Cl:30])[cH:26][c:27]([Cl:29])[n:28]1>>[CH3:1][N:2]([CH3:3])[CH2:4][c:5]1[cH:6][cH:7][c:8](-[c:10]2[c:11]([CH:16]([C:17]([F:18])([F:19])[F:20])[O:21][c:27]3[cH:26][c:25]([Cl:30])[n:24][c:23]([NH2:22])[n:28]3)[cH:12][cH:13][cH:14][cH:15]2)[o:9]1.